From a dataset of the Open Reaction Database (ORD), a public repository of structured organic reaction records. describe an organic reaction: reactants, conditions, products, and yield The reactants are ClC1=CC=C(C=C1)C1=NC=2C(=NC=CC2)N1CC(=O)O (2-(4-chlorophenyl)-3H-imidazo[4,5-b]pyridine-3-acetic acid), C(=O)(N1C=NC=C1)N1C=NC=C1 (1,1'-carbonyldiimidazole), C(C)N(CCN)CC (N,N-diethylethylenediamine). Run in O1CCCC1 (tetrahydrofuran), O1CCCC1 (tetrahydrofuran). Conditions: time 3 hour. The product is ClC1=CC=C(C=C1)C1=NC=2C(=NC=CC2)N1CC(=O)NCCN(CC)CC (2-(4-Chlorophenyl)-N-[2-(diethylamino)ethyl]-3H-imidazo[4,5-b]pyridine-3-acetamide). Yield: 52.0%. As a reaction SMILES: [Cl:1][C:2]1[CH:7]=[CH:6][C:5]([C:8]2[N:16]([CH2:17][C:18]([OH:20])=O)[C:11]3=[N:12][CH:13]=[CH:14][CH:15]=[C:10]3[N:9]=2)=[CH:4][CH:3]=1.C(N1C=CN=C1)(N1C=CN=C1)=O.[CH2:33]([N:35]([CH2:39][CH3:40])[CH2:36][CH2:37][NH2:38])[CH3:34]>O1CCCC1>[Cl:1][C:2]1[CH:3]=[CH:4][C:5]([C:8]2[N:16]([CH2:17][C:18]([NH:38][CH2:37][CH2:36][N:35]([CH2:39][CH3:40])[CH2:33][CH3:34])=[O:20])[C:11]3=[N:12][CH:13]=[CH:14][CH:15]=[C:10]3[N:9]=2)=[CH:6][CH:7]=1. Procedure details: A suspension of 2-(4-chlorophenyl)-3H-imidazo[4,5-b]pyridine-3-acetic acid (6.0 g, 0.021 mole), 1,1'-carbonyldiimidazole (3.39 g, 0.021 mole) and dry tetrahydrofuran (100 ml) was stirred at room temperature for 3 hours with nitrogen bubbling through it. A solution of N,N-diethylethylenediamine (7.32 g, 0.063 mole) in tetrahydrofuran (10 ml) was added and the reaction mixture was stirred at room temperature under nitrogen overnight. The reaction mixture was evaporated to a solid. The solid was tr...